Dataset: the Open Reaction Database (ORD), a public repository of structured organic reaction records. Task: describe an organic reaction: reactants, conditions, products, and yield Yields the product CC1(C)Cc2c(c(C(=O)Nc3ccc(F)cc3F)cc3nc(Nc4c(Cl)cncc4Cl)[nH]c23)O1. Reactants: C[Al](C)C, Cc1ccccc1, COC(=O)c1cc2nc(Nc3c(Cl)cncc3Cl)[nH]c2c2c1OC(C)(C)C2, Nc1ccc(F)cc1F. As a reaction SMILES: [CH3:37][Al:38]([CH3:39])[CH3:40].[CH3:41][c:42]1[cH:43][cH:44][cH:45][cH:46][cH:47]1.[Cl:1][c:2]1[cH:3][n:4][cH:5][c:6]([Cl:27])[c:7]1[NH:8][c:9]1[nH:10][c:11]2[c:12]([n:13]1)[cH:14][c:15]([C:23]([O:25][CH3:24])=[O:26])[c:16]1[c:17]2[CH2:18][C:19]([CH3:21])([CH3:22])[O:20]1.[F:28][c:29]1[c:30]([NH2:31])[cH:32][cH:33][c:34]([F:36])[cH:35]1>>[Cl:1][c:2]1[cH:3][n:4][cH:5][c:6]([Cl:27])[c:7]1[NH:8][c:9]1[nH:10][c:11]2[c:12]([n:13]1)[cH:14][c:15]([C:23](=[O:25])[NH:31][c:30]1[c:29]([F:28])[cH:35][c:34]([F:36])[cH:33][cH:32]1)[c:16]1[c:17]2[CH2:18][C:19]([CH3:21])([CH3:22])[O:20]1. Reactants: ClCC#N (chloroacetonitrile), [Na+].C1(=CC(=CC=C1)S(=O)[O-])C (toluene-3-sulphinic acid sodium salt). Solvent: CN(C)C=O (DMF). Run at time 1 hour. Product: C1(=CC(=CC=C1)S(=O)(=O)CC#N)C ((toluene-3-sulphonyl)-acetonitrile). The yield is 25.1%. RXN SMILES: Cl[CH2:2][C:3]#[N:4].[Na+].[C:6]1([CH3:15])[CH:11]=[CH:10][CH:9]=[C:8]([S:12]([O-:14])=[O:13])[CH:7]=1>CN(C=O)C>[C:6]1([CH3:15])[CH:11]=[CH:10][CH:9]=[C:8]([S:12]([CH2:2][C:3]#[N:4])(=[O:14])=[O:13])[CH:7]=1 |f:1.2|. Procedure: 2.65 ml (42 mmol) of chloroacetonitrile were added to a suspension of 7.5 g (42 mmol) of toluene-3-sulphinic acid sodium salt in 80 ml of DMF and stirred at 100° for 1 hr. The reaction solution was evaporated, the residue was partitioned between H2O and CH2Cl2. The aqueous phase was washed three times with CH2Cl2. The combined organic phases were washed once with H2O, dried (MgSO4). filtered and evaporated. Chromatography (SiO2, CH2Cl2) yielded 2.06 g (25%) of (toluene-3-sulphonyl)-acetonitrile ... Yield: 40.0%. Reported procedure: A mixture of (isothiocyanatomethyl)cyclopropane (3.3 g, 31.13 mmol) (J. Org. Chem., 1972, 37, 1162-1168) and acetonitrile (4 ml) was dissolved in dry THF (50 ml) and cooled to −78° C. under a nitrogen atmosphere. A solution of sodium bis(trimethylsilyl)amide in THF (1.0M, 66 ml, 66 mmol) was added over 10 min and the reaction mixture then allowed to warm to r.t. over 2 h. EtOH (50 ml) and N,N-dimethyluracil (4.8 g, 34.2 mmol) were added and the mixture heated to reflux for 24 h. The mixture was ... The solvent is ice water, CCO (EtOH). RXN SMILES: [N:1]([CH2:4][CH:5]1[CH2:7][CH2:6]1)=[C:2]=[S:3].[C:8](#[N:10])[CH3:9].C[Si]([N-][Si](C)(C)C)(C)C.[Na+].BrC[N+:23]([O-:25])=[O:24].[CH2:26]1[CH2:30][O:29][CH2:28][CH2:27]1>CCO>[NH2:10][C:8]1[C:30]2[CH:26]=[CH:27][C:28](=[O:29])[N:1]([CH2:4][CH:5]3[CH2:7][CH2:6]3)[C:2]=2[S:3][C:9]=1[N+:23]([O-:25])=[O:24] |f:2.3|. Yields the product NC1=C(SC=2N(C(C=CC21)=O)CC2CC2)[N+](=O)[O-] (3-Amino-7-(cyclopropylmethyl)-2-nitrothieno[2,3-b]pyridin-6(7H)-one). The reactants are C[Si](C)(C)[N-][Si](C)(C)C.[Na+] (sodium bis(trimethylsilyl)amide), C1CCOC1 (THF), N,N-dimethyluracil, BrC[N+](=O)[O-] (bromonitromethane), N(=C=S)CC1CC1 ((isothiocyanatomethyl)cyclopropane), C(C)#N (acetonitrile), C1CCOC1 (THF). Run at temperature -78 celsius. Yields the product Cn1c(-c2ccco2)cc2ncnc(Cl)c21. Reactants: O=C([O-])[O-], CI, CN(C)C=O, Clc1ncnc2cc(-c3ccco3)[nH]c12, [K+], [K+], O. As a reaction SMILES: [C:16](=[O:17])([O-:18])[O-:19].[CH3:22][I:23].[CH3:25][N:26]([CH3:27])[CH:28]=[O:29].[Cl:1][c:2]1[c:3]2[c:4]([n:5][cH:6][n:7]1)[cH:8][c:9](-[c:11]1[o:12][cH:13][cH:14][cH:15]1)[nH:10]2.[K+:20].[K+:21].[OH2:24]>>[Cl:1][c:2]1[c:3]2[c:4]([n:5][cH:6][n:7]1)[cH:8][c:9](-[c:11]1[o:12][cH:13][cH:14][cH:15]1)[n:10]2[CH3:16]. The reactants are Cl.O[C@H]1C(N(C2=C(S[C@H]1C1=CC=C(C=C1)OC)C1=CC=CC=C1C=C2)CCN(CC)CC)=O ((±)-cis-2,3-dihydro-3-hydroxy-2-(4-methoxyphenyl)-5-[2-(diethylamino)ethyl]naphtho[1,2-b]-1,4-thiazepin-4(5H)-one hydrochloride), C(C)(=O)OC(C)=O (acetic anhydride). Product: Cl.C(C)(=O)O[C@H]1C(N(C2=C(S[C@H]1C1=CC=C(C=C1)OC)C1=CC=CC=C1C=C2)CCN(CC)CC)=O ((±)-cis-3-(acetyloxy)-5-[2-(diethylamino)ethyl]-2,3-dihydro-2-(4-methoxyphenyl)naphtho[1,2-b]-1,4-thiazepin-4(5H)-one hydrochloride). Isolated yield 93.0%. Reaction SMILES: [ClH:1].[OH:2][C@@H:3]1[C@H:9]([C:10]2[CH:15]=[CH:14][C:13]([O:16][CH3:17])=[CH:12][CH:11]=2)[S:8][C:7]2[C:18]3[C:23]([CH:24]=[CH:25][C:6]=2[N:5]([CH2:26][CH2:27][N:28]([CH2:31][CH3:32])[CH2:29][CH3:30])[C:4]1=[O:33])=[CH:22][CH:21]=[CH:20][CH:19]=3.[C:34](OC(=O)C)(=[O:36])[CH3:35]>>[ClH:1].[C:34]([O:2][C@@H:3]1[C@H:9]([C:10]2[CH:11]=[CH:12][C:13]([O:16][CH3:17])=[CH:14][CH:15]=2)[S:8][C:7]2[C:18]3[C:23]([CH:24]=[CH:25][C:6]=2[N:5]([CH2:26][CH2:27][N:28]([CH2:31][CH3:32])[CH2:29][CH3:30])[C:4]1=[O:33])=[CH:22][CH:21]=[CH:20][CH:19]=3)(=[O:36])[CH3:35] |f:0.1,3.4|. Reported procedure: A mixture of 2.5 g of (±)-cis-2,3-dihydro-3-hydroxy-2-(4-methoxyphenyl)-5-[2-(diethylamino)ethyl]naphtho[1,2-b]-1,4-thiazepin-4(5H)-one hydrochloride and 25 mL of acetic anhydride was stirred and heated at 100° for 17 hours. The excess of reagent was removed under reduced pressure and the residue was crystallized from ethyl acetate to give 2.5 g (93%) of (±)-cis-3-(acetyloxy)-5-[2-(diethylamino)ethyl]-2,3-dihydro-2-(4-methoxyphenyl)naphtho[1,2-b]-1,4-thiazepin-4(5H)-one hydrochloride, mp 211°-21...